This data is from the Open Reaction Database (ORD), a public repository of structured organic reaction records. The task is: describe an organic reaction: reactants, conditions, products, and yield Reactants: C(=O)(O)COC1=C(C(=O)O)C=C(C=C1)OC1=CC(=C(C=C1)C(F)(F)F)Cl (2-(carboxymethoxy)-5-[(2-chloro -α,α,α-trifluoro-p-tolyl)oxy]benzoic acid), [OH-].[NH4+] (ammonium hydroxide), CCOCC (ether). Solvent: CO (methanol), O (water). The product is [NH4+].[NH4+].C(=O)(O)COC1=C(C(=O)[O-])C=C(C=C1)OC1=CC(=C(C=C1)C(F)(F)F)Cl.C(=O)(O)COC1=C(C(=O)[O-])C=C(C=C1)OC1=CC(=C(C=C1)C(F)(F)F)Cl (2-(Carboxymethoxy)-5-[(2-chloro-α,α,α-trifluoro-p-tolyl)oxy]benzoic acid, diammonium salt). Yield: 71.9%. RXN SMILES: [C:1]([CH2:4][O:5][C:6]1[CH:14]=[CH:13][C:12]([O:15][C:16]2[CH:21]=[CH:20][C:19]([C:22]([F:25])([F:24])[F:23])=[C:18]([Cl:26])[CH:17]=2)=[CH:11][C:7]=1[C:8]([OH:10])=[O:9])([OH:3])=[O:2].[OH-].[NH4+:28].CCOCC>O.CO>[NH4+:28].[NH4+:28].[C:1]([CH2:4][O:5][C:6]1[CH:14]=[CH:13][C:12]([O:15][C:16]2[CH:21]=[CH:20][C:19]([C:22]([F:25])([F:23])[F:24])=[C:18]([Cl:26])[CH:17]=2)=[CH:11][C:7]=1[C:8]([O-:10])=[O:9])([OH:3])=[O:2].[C:1]([CH2:4][O:5][C:6]1[CH:14]=[CH:13][C:12]([O:15][C:16]2[CH:21]=[CH:20][C:19]([C:22]([F:25])([F:23])[F:24])=[C:18]([Cl:26])[CH:17]=2)=[CH:11][C:7]=1[C:8]([O-:10])=[O:9])([OH:3])=[O:2] |f:1.2,6.7.8.9|. Procedure details: A mixture of 2-(carboxymethoxy)-5-[(2-chloro -α,α,α-trifluoro-p-tolyl)oxy]benzoic acid (2.0 g, 5.12 mmol) and concentrated ammonium hydroxide solution (0.5 mL, 7.25 mmol) in water is stirred until homogeneous and concentrated in vacuo to obtain a residue. A solution of the residue in methanol is brought to the cloud point with ether. The solution is cooled in an ice bath and the solid is collected by filtration to give the title product as a white solid (1.5 g, 72%, mp 226-227).